This data is from the Open Reaction Database (ORD), a public repository of structured organic reaction records. The task is: describe an organic reaction: reactants, conditions, products, and yield Starting materials: C(CC)(=O)C=1SC=CC1 (2-propionylthiophene), C(=O)N (formamide), C(=O)O (formic acid), C([O-])([O-])=O.[K+].[K+] (potassium carbonate). Solvent: O (water). Conditions: time 22 hour. Yields the product C(=O)NC(CC)C=1SC=CC1 (2-(1-formylaminopropyl) thiophene). The yield is 79.9%. RXN SMILES: [C:1]([C:5]1[S:6][CH:7]=[CH:8][CH:9]=1)(=O)[CH2:2][CH3:3].[CH:10]([NH2:12])=[O:11].C(O)=O.C(=O)([O-])[O-].[K+].[K+]>O>[CH:10]([NH:12][CH:1]([C:5]1[S:6][CH:7]=[CH:8][CH:9]=1)[CH2:2][CH3:3])=[O:11] |f:3.4.5|. Procedure details: A mixture of 100 g of 2-propionylthiophene, 161 g of formamide and 98 g of formic acid is stirred at 150°-160 ° C. for 22 hours. After cooling, the mixture is poured into a solution of 30 g of potassium carbonate in 200 ml of water and extracted with ethyl acetate. The extract is washed, dried and evaporated to remove solvent. The residue is distilled under reduced pressure to give 96.5 g of 2-(1-formylaminopropyl) thiophene as a colorless oil. b.p. 154°-156° C./4 mmHg Starting materials: COC=1C=C(C=CC1C1CCN(CC1)C)NC(OCC1=CC=CC=C1)=O (benzyl [3-methoxy-4-(1-methylpiperidin-4-yl)phenyl]carbamate), C(C)O (ethanol). Reagents/catalysts: [Pd] (palladium on carbon). Solvent: C1CCOC1 (THF). Run at time 8 hour. Yields the product COC=1C=C(N)C=CC1C1CCN(CC1)C (3-methoxy-4-(1-methylpiperidin-4-yl)aniline). Isolated yield 102.1%. Reaction SMILES: [CH3:1][O:2][C:3]1[CH:4]=[C:5]([NH:16]C(=O)OCC2C=CC=CC=2)[CH:6]=[CH:7][C:8]=1[CH:9]1[CH2:14][CH2:13][N:12]([CH3:15])[CH2:11][CH2:10]1.C(O)C>[Pd].C1COCC1>[CH3:1][O:2][C:3]1[CH:4]=[C:5]([CH:6]=[CH:7][C:8]=1[CH:9]1[CH2:14][CH2:13][N:12]([CH3:15])[CH2:11][CH2:10]1)[NH2:16]. Procedure details: To a mixture of benzyl [3-methoxy-4-(1-methylpiperidin-4-yl)phenyl]carbamate (Preparation Example 464) (1.26 g), ethanol (20 mL) and THF (10 mL), 5% palladium on carbon (0.38 g) was added and stirred overnight at room temperature under a hydrogen atmosphere at normal pressure. After filtration through celite, the filtrate was distilled off under reduced pressure to give 3-methoxy-4-(1-methylpiperidin-4-yl)aniline (0.80 g) as a light pink solid. Starting materials: Cl.C(C)(C)(C)OC(CN)=O (Glycine tert-butyl ester hydrochloride), C(=O)(O)[O-].[Na+] (NaHCO3), C(C)(C)(C)OC(NC1=CC(=C(C=C1)F)[N+](=O)[O-])=O ((4-fluoro-3-nitro-phenyl)-carbamic acid tert-butyl ester). Run in CS(=O)C (DMSO). Run at temperature 65 celsius. The product is C(C)(C)(C)OC(CNC1=C(C=C(C=C1)NC(=O)OC(C)(C)C)[N+](=O)[O-])=O ((4-tert-Butoxycarbonylamino-2-nitro-phenylamino)-acetic acid tert-butyl ester). RXN SMILES: Cl.[C:2]([O:6][C:7](=[O:10])[CH2:8][NH2:9])([CH3:5])([CH3:4])[CH3:3].C([O-])(O)=O.[Na+].[C:16]([O:20][C:21](=[O:33])[NH:22][C:23]1[CH:28]=[CH:27][C:26](F)=[C:25]([N+:30]([O-:32])=[O:31])[CH:24]=1)([CH3:19])([CH3:18])[CH3:17]>CS(C)=O>[C:2]([O:6][C:7](=[O:10])[CH2:8][NH:9][C:26]1[CH:27]=[CH:28][C:23]([NH:22][C:21]([O:20][C:16]([CH3:18])([CH3:19])[CH3:17])=[O:33])=[CH:24][C:25]=1[N+:30]([O-:32])=[O:31])([CH3:5])([CH3:4])[CH3:3] |f:0.1,2.3|. Reported procedure: Glycine tert-butyl ester hydrochloride (4.1 g, 29.4 mmol) and NaHCO3 (5.1 g, 61.0 mmol) were added to a solution of (4-fluoro-3-nitro-phenyl)-carbamic acid tert-butyl ester (5.2 g, 20.3 mmol) in DMSO (16 mL). The reaction was heated to 65° C. for 5 hours, cooled to room temperature, and partitioned between H2O and EtOAc. The organic layer was washed several times with H2O and concentrated to afford the sub-title compound. MS calculated for C17H25N3O6+H: 368, observed: 368. Reactants: COc1cccc(C(=O)O)c1, Cc1n[nH]c(-c2ccccc2)c1N, CN(C)C=O, CC(C)N=C=NC(C)C, O, Oc1cccc2[nH]nnc12. The product is COc1cccc(C(=O)Nc2c(C)n[nH]c2-c2ccccc2)c1. As a reaction SMILES: [CH3:20][O:21][c:22]1[cH:23][c:24]([C:25](=[O:26])[OH:27])[cH:28][cH:29][cH:30]1.[CH3:31][c:32]1[n:33][nH:34][c:35](-[c:38]2[cH:39][cH:40][cH:41][cH:42][cH:43]2)[c:36]1[NH2:37].[CH3:44][N:45]([CH3:46])[CH:47]=[O:48].[CH:11]([N:12]=[C:13]=[N:14][CH:15]([CH3:16])[CH3:17])([CH3:18])[CH3:19].[OH2:49].[OH:1][c:2]1[c:3]2[n:4][n:5][nH:6][c:7]2[cH:8][cH:9][cH:10]1>>[CH3:20][O:21][c:22]1[cH:23][c:24]([C:25](=[O:27])[NH:37][c:36]2[c:32]([CH3:31])[n:33][nH:34][c:35]2-[c:38]2[cH:39][cH:40][cH:41][cH:42][cH:43]2)[cH:28][cH:29][cH:30]1. Starting materials: C(C)(=O)C=1C=C2C(=CC(=NC2=C(C1O)CCC)C(=O)OC)Cl (Methyl 6-acetyl-4-chloro-7-hydroxy-8-propylquinoline-2-carboxylate), N (ammonia). Solvent: Cl (HCl). The product is C(C)(=O)C=1C=C2C(=CC(=NC2=C(C1O)CCC)C(=O)N)Cl (6-Acetyl-4-chloro-7-hydroxy-8-propylquinoline-2-carboxamide). RXN SMILES: [C:1]([C:4]1[CH:5]=[C:6]2[C:11](=[C:12]([CH2:15][CH2:16][CH3:17])[C:13]=1[OH:14])[N:10]=[C:9]([C:18](OC)=[O:19])[CH:8]=[C:7]2[Cl:22])(=[O:3])[CH3:2].[NH3:23]>Cl>[C:1]([C:4]1[CH:5]=[C:6]2[C:11](=[C:12]([CH2:15][CH2:16][CH3:17])[C:13]=1[OH:14])[N:10]=[C:9]([C:18]([NH2:23])=[O:19])[CH:8]=[C:7]2[Cl:22])(=[O:3])[CH3:2]. Procedure details: Methyl 6-acetyl-4-chloro-7-hydroxy-8-propylquinoline-2-carboxylate (2 g) was treated with ammonia saturated methanol in an autoclave at 100° C. for 24 hours. Removal of solvent afforded a solid which was boiled with 2 N HCl (100 ml) for 10 minutes, then cooled, and the precipitate was collected and identified as the sub-title compound by NMR. Reactants: CCCNCCC, CCCOc1ccccc1-c1nc2nc(S(C)(=O)=O)ncc2c(=O)[nH]1, ClCCl. The product is CCCOc1ccccc1-c1nc2nc(N(CCC)CCC)ncc2c(=O)[nH]1. As a reaction SMILES: [CH2:26]([CH2:27][CH3:28])[NH:29][CH2:30][CH2:31][CH3:32].[CH3:1][S:2](=[O:3])(=[O:4])[c:5]1[n:6][cH:7][c:8]2[c:9]([n:10]1)[n:11][c:12](-[c:16]1[c:17]([O:22][CH2:23][CH2:24][CH3:25])[cH:18][cH:19][cH:20][cH:21]1)[nH:13][c:14]2=[O:15].[Cl:33][CH2:34][Cl:35]>>[c:5]1([N:29]([CH2:26][CH2:27][CH3:28])[CH2:30][CH2:31][CH3:32])[n:6][cH:7][c:8]2[c:9]([n:10]1)[n:11][c:12](-[c:16]1[c:17]([O:22][CH2:23][CH2:24][CH3:25])[cH:18][cH:19][cH:20][cH:21]1)[nH:13][c:14]2=[O:15]. Reactants: Cc1ccccc1, CO, COC(=O)CCCSCC(=O)OC, [Na]. Product: COC(=O)C1SCCCC1=O. RXN SMILES: [CH3:17][c:18]1[cH:19][cH:20][cH:21][cH:22][cH:23]1.[CH3:2][OH:3].[CH3:4][O:5][C:6]([CH2:7][S:8][CH2:9][CH2:10][CH2:11][C:12](=[O:13])[O:14][CH3:15])=[O:16].[Na:1]>>[CH3:4][O:5][C:6]([CH:7]1[S:8][CH2:9][CH2:10][CH2:11][C:12]1=[O:13])=[O:16]. Reactants: O=C([O-])O, CCN1CCOCC1, CCN=C=NCCCN(C)C, CN1C(=O)CCC1C(=O)O, NCc1ccc(F)c(Cl)c1Cl, ClCCl, Cl, Cl, [Na+], On1nnc2ccccc21. Yields the product CN1C(=O)CCC1C(=O)NCc1ccc(F)c(Cl)c1Cl. As a reaction SMILES: [C:53](=[O:54])([O-:55])[OH:56].[CH2:33]([N:34]1[CH2:35][CH2:36][O:37][CH2:38][CH2:39]1)[CH3:40].[CH3:12][N:13]([CH3:14])[CH2:15][CH2:16][CH2:17][N:18]=[C:19]=[N:20][CH2:21][CH3:22].[CH3:1][N:2]1[CH:3]([C:4](=[O:5])[OH:6])[CH2:7][CH2:8][C:9]1=[O:10].[Cl:42][c:43]1[c:44]([CH2:51][NH2:52])[cH:45][cH:46][c:47]([F:50])[c:48]1[Cl:49].[Cl:58][CH2:59][Cl:60].[ClH:11].[ClH:41].[Na+:57].[OH:23][n:24]1[c:25]2[cH:26][cH:27][cH:28][cH:29][c:30]2[n:31][n:32]1>>[CH3:1][N:2]1[CH:3]([C:4](=[O:6])[NH:52][CH2:51][c:44]2[c:43]([Cl:42])[c:48]([Cl:49])[c:47]([F:50])[cH:46][cH:45]2)[CH2:7][CH2:8][C:9]1=[O:10].